Dataset: the Open Reaction Database (ORD), a public repository of structured organic reaction records. Task: describe an organic reaction: reactants, conditions, products, and yield The reactants are [Al+3], CCc1cc(C)cc(CC)c1C=O, CCOCC, [H-], [H-], [H-], [H-], [Li+], O, O=S(=O)(O)O. Yields the product CCc1cc(C)cc(CC)c1CO. Reaction SMILES: [Al+3:15].[CH2:1]([CH3:2])[c:3]1[c:4]([CH:5]=[O:6])[c:7]([CH2:12][CH3:13])[cH:8][c:9]([CH3:11])[cH:10]1.[CH3:26][CH2:27][O:28][CH2:29][CH3:30].[H-:14].[H-:17].[H-:18].[H-:19].[Li+:16].[OH2:20].[S:21](=[O:22])(=[O:23])([OH:24])[OH:25]>>[CH2:1]([CH3:2])[c:3]1[c:4]([CH2:5][OH:6])[c:7]([CH2:12][CH3:13])[cH:8][c:9]([CH3:11])[cH:10]1. Starting materials: CC(C(COC1=C(C=C(C=C1)C(CC)(CC)C1=CC2=C(S1)C=CC(=C2)C(=O)NCC(=O)O)C)=O)(C)C ([(2-{1-[4-(3,3-Dimethyl-2-oxo-butoxy)-3-methyl-phenyl]-1-ethyl-propyl}-benzo[b]thiophene-5-carbonyl)-amino]-acetic acid), [BH4-].[Na+] (NaBH4). The product is C(C)C(CC)(C1=CC(=C(C=C1)OCC(C(C)(C)C)O)C)C1=CC2=C(S1)C=CC(=C2)C(=O)NCC(=O)O ([(2-{1-Ethyl-1-[4-(2-hydroxy-3,3-dimethyl-butoxy)-3-methyl-phenyl]-propyl}-benzo[b]thiophene-5-carbonyl)-amino]-acetic acid). Yield: 86.1%. RXN SMILES: [CH3:1][C:2]([CH3:36])([CH3:35])[C:3](=[O:34])[CH2:4][O:5][C:6]1[CH:11]=[CH:10][C:9]([C:12]([C:17]2[S:21][C:20]3[CH:22]=[CH:23][C:24]([C:26]([NH:28][CH2:29][C:30]([OH:32])=[O:31])=[O:27])=[CH:25][C:19]=3[CH:18]=2)([CH2:15][CH3:16])[CH2:13][CH3:14])=[CH:8][C:7]=1[CH3:33].[BH4-].[Na+]>>[CH2:13]([C:12]([C:17]1[S:21][C:20]2[CH:22]=[CH:23][C:24]([C:26]([NH:28][CH2:29][C:30]([OH:32])=[O:31])=[O:27])=[CH:25][C:19]=2[CH:18]=1)([C:9]1[CH:10]=[CH:11][C:6]([O:5][CH2:4][CH:3]([OH:34])[C:2]([CH3:35])([CH3:36])[CH3:1])=[C:7]([CH3:33])[CH:8]=1)[CH2:15][CH3:16])[CH3:14] |f:1.2|. Reported procedure: [(2-{1-[4-(3,3-Dimethyl-2-oxo-butoxy)-3-methyl-phenyl]-1-ethyl-propyl}-benzo[b]thiophene-5-carbonyl)-amino]-acetic acid (150 mg, 0.295 mmol) is reduced using NaBH4 (22 mg, 0.589 mmol) analogous to Example 2 to afford the title compound (130 mg, 86%). The solvent is CO (MeOH), O (H2O). Reaction SMILES: [Br:1][C:2]1[CH:3]=[CH:4][CH:5]=[C:6]2[C:28]=1[C:9]1([CH2:14][CH2:13][N:12]([C:15](=[O:27])[NH:16][CH:17]3[CH:24]4[CH2:25][CH:20]5[CH2:21][CH:22]([CH2:26][CH:18]3[CH2:19]5)[CH2:23]4)[CH2:11][CH2:10]1)[CH2:8][CH:7]2[CH:29]([CH3:35])[C:30]([O:32]CC)=[O:31].O[Li].O>CO.O>[Br:1][C:2]1[CH:3]=[CH:4][CH:5]=[C:6]2[C:28]=1[C:9]1([CH2:10][CH2:11][N:12]([C:15](=[O:27])[NH:16][CH:17]3[CH:18]4[CH2:26][CH:22]5[CH2:21][CH:20]([CH2:25][CH:24]3[CH2:23]5)[CH2:19]4)[CH2:13][CH2:14]1)[CH2:8][CH:7]2[CH:29]([CH3:35])[C:30]([OH:32])=[O:31] |f:1.2|. Reaction conditions: time 8 hour. Product: BrC=1C=CC=C2C(CC3(CCN(CC3)C(NC3C4CC5CC(CC3C5)C4)=O)C12)C(C(=O)O)C (2-(7-bromo-1′-((2-adamantyl)carbamoyl)-2,3-dihydrospiro[indene-1,4′-piperidine]-3-yl)propanoic acid). Reactants: BrC=1C=CC=C2C(CC3(CCN(CC3)C(NC3C4CC5CC(CC3C5)C4)=O)C12)C(C(=O)OCC)C ((±)-ethyl 2-(7-bromo-1′-(2-adamantylcarbamoyl)-2,3-dihydrospiro[indene-1,4′-piperidine]-3-yl)propanoate), O[Li].O (LiOH.H2O). Procedure: To a solution (±)-ethyl 2-(7-bromo-1′-(2-adamantylcarbamoyl)-2,3-dihydrospiro[indene-1,4′-piperidine]-3-yl)propanoate (63 mg, 0.122 mmol) in anhydrous MeOH (1 mL) was added LiOH.H2O (10 mg, 0.244 mmol) in H2O (0.1 mL). The reaction mixture was stirred at rt overnight. The mixture was concentrated to give crude product, which was purified by preparative TLC to afford 2-(7-bromo-1′-((2-adamantyl)carbamoyl)-2,3-dihydrospiro[indene-1,4′-piperidine]-3-yl)propanoic acid. 1H NMR: (400 MHz, CDCl3): δ=1....